Task: describe an organic reaction: reactants, conditions, products, and yield. Dataset: the Open Reaction Database (ORD), a public repository of structured organic reaction records The reactants are FC1=CC=C(C#N)C=C1 (4-fluorobenzonitrile), CNC(C)O (methylaminoethanol), CS(=O)C (DMSO). RXN SMILES: F[C:2]1[CH:9]=[CH:8][C:5]([C:6]#[N:7])=[CH:4][CH:3]=1.[CH3:10][NH:11][CH:12](O)[CH3:13].CS(C)=[O:17]>>[CH3:10][N:11]([C:2]1[CH:9]=[CH:8][C:5]([C:6]#[N:7])=[CH:4][CH:3]=1)[CH2:12][CH2:13][OH:17]. Conditions: temperature 120 celsius, time 8 hour. Procedure: A solution of 4-fluorobenzonitrile (5.35 g, 44.2 mmol) in DMSO (30 mL) containing excess methylaminoethanol was heated with stirring to 120° C. for 8 h. The solution was then cooled and concentrated under reduced pressure. The crude residue was partitioned between H2O/EtOAc and the organic phase then washed with water (×2), dried (Na2SO4), filtered and concentrated and percolated through a pad of SiO2 (CH2Cl2 then EtOAc elution) to give 4-(N-methyl,N-(hydroxyethyl)amino)benzonitrile (5.6 g, 72% ... Product: CN(CCO)C1=CC=C(C#N)C=C1 (4-(N-methyl,N-(hydroxyethyl)amino)benzonitrile). Yield: 72.0%. Reactants: CCO, CCOC(=O)C1(C=O)CC1, N#C[K], [Na+], O, O=S([O-])O, CC(N)c1cccc2ccccc12. The product is CCOC(=O)C1(C(C#N)NC(C)c2cccc3ccccc23)CC1. Reaction SMILES: [CH3:32][CH2:33][OH:34].[CH:1](=[O:2])[C:3]1([C:6](=[O:7])[O:8][CH2:9][CH3:10])[CH2:4][CH2:5]1.[K:24][C:25]#[N:26].[Na+:31].[OH2:35].[S:27]([O-:28])([OH:29])=[O:30].[c:11]1([CH:21]([CH3:22])[NH2:23])[cH:12][cH:13][cH:14][c:15]2[cH:16][cH:17][cH:18][cH:19][c:20]12>>[CH:1]([C:3]1([C:6](=[O:7])[O:8][CH2:9][CH3:10])[CH2:4][CH2:5]1)([NH:23][CH:21]([c:11]1[cH:12][cH:13][cH:14][c:15]2[cH:16][cH:17][cH:18][cH:19][c:20]12)[CH3:22])[C:25]#[N:26]. Starting materials: FC1=CC=C(C=C1)C(O)(C1CCNCC1)C1=CC=C(C=C1)F ([α,α-bis(p-fluorophenyl)]-4-piperidinemethanol), C(C)OC(CC1=CC(=C(C=C1)OCCCCl)OC)=O (4-(3-chloropropoxy)-3-methoxybenzeneacetic acid ethyl ester), C([O-])([O-])=O.[Na+].[Na+] (sodium carbonate), [K] (potassium). Solvent: CN(C=O)C (dimethylformamide). Product: C(C)OC(CC1=CC(=C(C=C1)OCCCN1CCC(CC1)C(O)(C1=CC=C(C=C1)F)C1=CC=C(C=C1)F)OC)=O (4-[3-[4-[Bis(4-fluorophenyl)hydroxymethyl]-1-piperidinyl]propoxy]-3-methoxybenzeneacetic acid ethyl ester). As a reaction SMILES: [F:1][C:2]1[CH:7]=[CH:6][C:5]([C:8]([C:16]2[CH:21]=[CH:20][C:19]([F:22])=[CH:18][CH:17]=2)([CH:10]2[CH2:15][CH2:14][NH:13][CH2:12][CH2:11]2)[OH:9])=[CH:4][CH:3]=1.[CH2:23]([O:25][C:26](=[O:41])[CH2:27][C:28]1[CH:33]=[CH:32][C:31]([O:34][CH2:35][CH2:36][CH2:37]Cl)=[C:30]([O:39][CH3:40])[CH:29]=1)[CH3:24].C(=O)([O-])[O-].[Na+].[Na+].[K]>CN(C)C=O>[CH2:23]([O:25][C:26](=[O:41])[CH2:27][C:28]1[CH:33]=[CH:32][C:31]([O:34][CH2:35][CH2:36][CH2:37][N:13]2[CH2:12][CH2:11][CH:10]([C:8]([C:16]3[CH:17]=[CH:18][C:19]([F:22])=[CH:20][CH:21]=3)([C:5]3[CH:6]=[CH:7][C:2]([F:1])=[CH:3][CH:4]=3)[OH:9])[CH2:15][CH2:14]2)=[C:30]([O:39][CH3:40])[CH:29]=1)[CH3:24] |f:2.3.4,^1:47|. Procedure: A mixture of 9.1 g (0.03 mole) of [α,α-bis(p-fluorophenyl)]-4-piperidinemethanol and 8.6 g (0.03 mole) of 4-(3-chloropropoxy)-3-methoxybenzeneacetic acid ethyl ester, 10.6 g (0.1 mole) of anhydrous sodium carbonate and 0.5 g of potassium iode in 150 ml of dimethylformamide was heated on a steambath for 20 hr. The mixture was concentrated under reduced pressure and the residue was partitioned between water and benzene. The benzene layer was washed with water and saturated sodium chloride solution... Starting materials: ClC1=CC(=C(C=C1O)N1C(N2C(=CCCC2)C1=O)=O)F (2-(4-chloro-2-fluoro-5-hydroxyphenyl)-5,6-dihydroimidazo [1,5-a] pyridine-1,3[2H, 7H]-dione), C([O-])([O-])=O.[K+].[K+] (potassium carbonate), C1(CCCC1)Br (cyclopentylbromide), [Cl-].[NH4+] (ammonium chloride). The solvent is C(C)#N (acetonitrile), C(C)OCC (diethyl ether). Product: ClC1=CC(=C(C=C1OC1CCCC1)N1C(N2C(=CCCC2)C1=O)=O)F (2-(4-chloro-5-cyclopentyloxy-2-fluorophenyl)-5,6-dihydroimidazo [1,5-a] pyridine-1,3[2H, 7H]-dione). Isolated yield 87.2%. Reaction SMILES: [Cl:1][C:2]1[C:7]([OH:8])=[CH:6][C:5]([N:9]2[C:17](=[O:18])[C:12]3=[CH:13][CH2:14][CH2:15][CH2:16][N:11]3[C:10]2=[O:19])=[C:4]([F:20])[CH:3]=1.C(=O)([O-])[O-].[K+].[K+].[CH:27]1(Br)[CH2:31][CH2:30][CH2:29][CH2:28]1.[Cl-].[NH4+]>C(OCC)C.C(#N)C>[Cl:1][C:2]1[C:7]([O:8][CH:27]2[CH2:31][CH2:30][CH2:29][CH2:28]2)=[CH:6][C:5]([N:9]2[C:17](=[O:18])[C:12]3=[CH:13][CH2:14][CH2:15][CH2:16][N:11]3[C:10]2=[O:19])=[C:4]([F:20])[CH:3]=1 |f:1.2.3,5.6|. Reported procedure: An acetonitrile (20 mL) solution of 2-(4-chloro-2-fluoro-5-hydroxyphenyl)-5,6-dihydroimidazo [1,5-a] pyridine-1,3[2H, 7H]-dione (0.46 g, 1.54 mmol), potassium carbonate (0.16 g, 1.16 mmol) and cyclopentylbromide (0.18 mL, 1.69 mmol) was stirred for 2 hours under reflux. A saturated ammonium chloride solution (20 mL) and diethyl ether (20 mL) were added to the resulting mixture, and the organic layer was separated and then the aqueous layer was extracted with diethyl ether (20 mL×2 times). The or... The reactants are BrC(Br)(Br)Br, ClCCl, CC(=O)Nc1nc(CCc2ccc(CCO)cc2)cs1, c1ccc(P(c2ccccc2)c2ccccc2)cc1. The product is CC(=O)Nc1nc(CCc2ccc(CCBr)cc2)cs1. As a reaction SMILES: [C:21]([Br:22])([Br:23])([Br:24])[Br:25].[Cl:45][CH2:46][Cl:47].[OH:1][CH2:2][CH2:3][c:4]1[cH:5][cH:6][c:7]([CH2:10][CH2:11][c:12]2[n:13][c:14]([NH:17][C:18]([CH3:19])=[O:20])[s:15][cH:16]2)[cH:8][cH:9]1.[c:26]1([P:27]([c:28]2[cH:29][cH:30][cH:31][cH:32][cH:33]2)[c:34]2[cH:35][cH:36][cH:37][cH:38][cH:39]2)[cH:40][cH:41][cH:42][cH:43][cH:44]1>>[CH2:2]([CH2:3][c:4]1[cH:5][cH:6][c:7]([CH2:10][CH2:11][c:12]2[n:13][c:14]([NH:17][C:18]([CH3:19])=[O:20])[s:15][cH:16]2)[cH:8][cH:9]1)[Br:22]. Reactants: [Al+3], ClCCl, [Cl-], [Cl-], [Cl-], O=C(Cl)CCCCl, COc1cccc(Cl)c1Cl, Cl. Yields the product COc1ccc(C(=O)CCCCl)c(Cl)c1Cl. Reaction SMILES: [Al+3:19].[CH2:23]([Cl:24])[Cl:25].[Cl-:18].[Cl-:20].[Cl-:21].[Cl:11][CH2:12][CH2:13][CH2:14][C:15](=[O:16])[Cl:17].[Cl:1][c:2]1[c:3]([O:9][CH3:10])[cH:4][cH:5][cH:6][c:7]1[Cl:8].[ClH:22]>>[Cl:1][c:2]1[c:3]([O:9][CH3:10])[cH:4][cH:5][c:6]([C:15]([CH2:14][CH2:13][CH2:12][Cl:11])=[O:16])[c:7]1[Cl:8]. Reactants: COC(CCCC1CCN(CC1)CCOCC1=CC=CC=C1)=O (4-[1-(2-Benzyloxyethyl)piperidin-4-yl]butyric acid methyl ester), N (NH3). Run in CO (methanol). Run at temperature 50 celsius, time 3 day. Product: C(C1=CC=CC=C1)OCCN1CCC(CC1)CCCC(=O)N (4-[1-(2-Benzyloxyethyl)piperidin-4-yl]butyramide). The yield is 78.0%. Reaction SMILES: C[O:2][C:3](=O)[CH2:4][CH2:5][CH2:6][CH:7]1[CH2:12][CH2:11][N:10]([CH2:13][CH2:14][O:15][CH2:16][C:17]2[CH:22]=[CH:21][CH:20]=[CH:19][CH:18]=2)[CH2:9][CH2:8]1.[NH3:24]>CO>[CH2:16]([O:15][CH2:14][CH2:13][N:10]1[CH2:11][CH2:12][CH:7]([CH2:6][CH2:5][CH2:4][C:3]([NH2:24])=[O:2])[CH2:8][CH2:9]1)[C:17]1[CH:22]=[CH:21][CH:20]=[CH:19][CH:18]=1. Procedure: Compound 3a (1.30 g, 4.0 mmol) was dissolved in 7 N NH3 in methanol (25 mL) in a sealed tube. The resulting solution was stirred at 50° C. for 3 days. After that the solvent was removed under vacuum and the residue was purified by Flash™ chromatography (BIOTAGE, Inc) (9.5:0.45:0.05 dichloromethane/methanol/concentrated ammonium hydroxide, v/v) to provide 4a (0.93 g, 78%) as a white solid. 1H NMR (300 MHz, CD3OD) δ 1.27 (m, 5H), 1.65 (m, 4H), 2.11 (m, 4H), 2.65 (m, 2H), 2.96 (d, 2H), 3.62 (m, 2H)...